describe an organic reaction: reactants, conditions, products, and yield From a dataset of the Open Reaction Database (ORD), a public repository of structured organic reaction records. The product is COCC#CC(=O)Nc1ccc2ncnc(Nc3cccc(Br)c3)c2c1. The reactants are Nc1ccc2ncnc(Nc3cccc(Br)c3)c2c1, COCC#CC(=O)O, CN1CCOCC1, CC(C)COC(=O)Cl, C1CCOC1, c1ccncc1. As a reaction SMILES: [Br:24][c:25]1[cH:26][c:27]([NH:31][c:32]2[n:33][cH:34][n:35][c:36]3[cH:37][cH:38][c:39]([NH2:42])[cH:40][c:41]23)[cH:28][cH:29][cH:30]1.[CH3:16][O:17][CH2:18][C:19]#[C:20][C:21](=[O:22])[OH:23].[CH3:9][N:10]1[CH2:11][CH2:12][O:13][CH2:14][CH2:15]1.[Cl:1][C:2]([O:3][CH2:4][CH:5]([CH3:6])[CH3:7])=[O:8].[O:43]1[CH2:44][CH2:45][CH2:46][CH2:47]1.[cH:48]1[cH:49][cH:50][n:51][cH:52][cH:53]1>>[CH3:16][O:17][CH2:18][C:19]#[C:20][C:21](=[O:23])[NH:42][c:39]1[cH:38][cH:37][c:36]2[n:35][cH:34][n:33][c:32]([NH:31][c:27]3[cH:26][c:25]([Br:24])[cH:30][cH:29][cH:28]3)[c:41]2[cH:40]1. Reactants: C(C=C)Br (allyl bromide), ice, [H-].[Na+] (sodium hydride), oil, C(CC)(=O)C=1C(CC(CC1O)C=1C=CC2=C(NC(CO2)=O)C1)=O (2-propionyl-3-hydroxy-5-(3-oxo-(2H, 4H)-1,4-benzoxazin-6-yl)cyclohex-2-en-1-one). Run in CCCCCC (hexane). Reaction conditions: time 15 minute. The product is C(CC)(=O)C=1C(CC(CC1O)C=1C=CC2=C(N(C(CO2)=O)CC=C)C1)=O (2-Propionyl-3-hydroxy-5-(N-(2-propenyl)-3-oxo-(2H, 4H)-1,4-benzoxazin-6-yl )-cyclohex-2-en-1-one). Reaction SMILES: [H-].[Na+].[C:3]([C:7]1[C:8](=[O:25])[CH2:9][CH:10]([C:14]2[CH:15]=[CH:16][C:17]3[O:22][CH2:21][C:20](=[O:23])[NH:19][C:18]=3[CH:24]=2)[CH2:11][C:12]=1[OH:13])(=[O:6])[CH2:4][CH3:5].[CH2:26](Br)[CH:27]=[CH2:28]>CCCCCC>[C:3]([C:7]1[C:8](=[O:25])[CH2:9][CH:10]([C:14]2[CH:15]=[CH:16][C:17]3[O:22][CH2:21][C:20](=[O:23])[N:19]([CH2:28][CH:27]=[CH2:26])[C:18]=3[CH:24]=2)[CH2:11][C:12]=1[OH:13])(=[O:6])[CH2:4][CH3:5] |f:0.1|. Procedure: Sixty percent sodium hydride in mineral oil 0.60 g (15 mmol NaH) was washed once with 15 mL of hexane, decanting via pipette. To this was added 1.6 g (5.1 mmol) of 2-propionyl-3-hydroxy-5-(3-oxo-(2H, 4H)-1,4-benzoxazin-6-yl)cyclohex-2-en-1-one in solid portions. The mixture was stirred at room temperature for 15 minutes, treated with 1.4 g (12 mmol) of allyl bromide and stirred at room temperature for 30 minutes. The mixture was poured into 100 mL of ice cold 0.2N HCl and extracted twice with 30... Starting materials: CN(C(=O)CCNCc1cc(Oc2ccccc2)ccc1[N+](=O)[O-])c1ccccc1, CO, [H][H], c1ccsc1. Yields the product CN(C(=O)CCNCc1cc(Oc2ccccc2)ccc1N)c1ccccc1. Reaction SMILES: [CH3:1][N:2]([C:3]([CH2:4][CH2:5][NH:6][CH2:7][c:8]1[c:9]([N+:21]([O-:22])=[O:23])[cH:10][cH:11][c:12]([O:14][c:15]2[cH:16][cH:17][cH:18][cH:19][cH:20]2)[cH:13]1)=[O:24])[c:25]1[cH:26][cH:27][cH:28][cH:29][cH:30]1.[CH3:38][OH:39].[H:36][H:37].[cH:31]1[cH:32][s:33][cH:34][cH:35]1>>[CH3:1][N:2]([C:3]([CH2:4][CH2:5][NH:6][CH2:7][c:8]1[c:9]([NH2:21])[cH:10][cH:11][c:12]([O:14][c:15]2[cH:16][cH:17][cH:18][cH:19][cH:20]2)[cH:13]1)=[O:24])[c:25]1[cH:26][cH:27][cH:28][cH:29][cH:30]1. As a reaction SMILES: [CH2:1]([CH3:2])[NH:3][C:4](=[O:5])[c:6]1[n:7][o:8][c:9](-[c:11]2[c:12]([O:29][CH2:30][c:31]3[cH:32][cH:33][cH:34][cH:35][cH:36]3)[cH:13][c:14]([O:21][CH2:22][c:23]3[cH:24][cH:25][cH:26][cH:27][cH:28]3)[c:15]([CH2:17][CH:18]([CH3:19])[CH3:20])[cH:16]2)[cH:10]1.[CH3:50][C:51]#[N:52].[I:37][N:38]1[C:39](=[O:40])[CH2:41][CH2:42][C:43]1=[O:44].[NH4+:45].[O-:46][N+:47](=[O:48])[O-:49]>>[CH2:1]([CH3:2])[NH:3][C:4](=[O:5])[c:6]1[n:7][o:8][c:9](-[c:11]2[c:12]([O:29][CH2:30][c:31]3[cH:32][cH:33][cH:34][cH:35][cH:36]3)[cH:13][c:14]([O:21][CH2:22][c:23]3[cH:24][cH:25][cH:26][cH:27][cH:28]3)[c:15]([CH2:17][CH:18]([CH3:19])[CH3:20])[cH:16]2)[c:10]1[I:37]. The product is CCNC(=O)c1noc(-c2cc(CC(C)C)c(OCc3ccccc3)cc2OCc2ccccc2)c1I. Starting materials: CCNC(=O)c1cc(-c2cc(CC(C)C)c(OCc3ccccc3)cc2OCc2ccccc2)on1, CC#N, O=C1CCC(=O)N1I, [NH4+], O=[N+]([O-])[O-]. Reactants: CC(=O)C=1C=CC2=C(C3(C(O2)(C2CCC3(C2)C)C)C)C1 (1,2,3,4-tetrahydro-1,4a,9b-trimethyl-1,4methanodibenzofuran-8-yl methyl ketone), C1(=CC=CC=C1)C=CC(=O)C1=CC=CC=C1 (chalcone), C(C)OC(=O)C=1C=C(SC1)C=O (4-(ethoxycarbonyl)thiophenecarbaldehyde). The product is CC12CCC(C3(OC4=C(C31C)C=C(C=C4)C(/C=C/C=4SC=C(C4)C(=O)OCC)=O)C)C2 (ethyl 2-[(E)-3-(1,2,3,4-tetrahydro-1,4a,9b-trimethyl-1,4-methanodibenzofuran-8-yl)-3-oxo-1-propenyl]-4-thiophenecarboxylate). Reaction SMILES: [CH3:1][C:2]([C:4]1[CH:5]=[CH:6][C:7]2[O:11][C:10]3([CH3:18])[CH:12]4[CH2:16][C:15]([CH3:17])([C:9]3([CH3:19])[C:8]=2[CH:20]=1)[CH2:14][CH2:13]4)=[O:3].C1(C=CC(C2C=CC=CC=2)=O)C=CC=CC=1.[CH2:37]([O:39][C:40]([C:42]1[CH:43]=[C:44]([CH:47]=O)[S:45][CH:46]=1)=[O:41])[CH3:38]>>[CH3:17][C:15]12[CH2:16][CH:12]([C:10]3([CH3:18])[C:9]1([CH3:19])[C:8]1[CH:20]=[C:4]([C:2](=[O:3])/[CH:1]=[CH:47]/[C:44]4[S:45][CH:46]=[C:42]([C:40]([O:39][CH2:37][CH3:38])=[O:41])[CH:43]=4)[CH:5]=[CH:6][C:7]=1[O:11]3)[CH2:13][CH2:14]2. Procedure: 2.70 g (10 mmol) of the methyl ketone obtained in Example 3 were converted to chalcone in the presence of 1.7 g of 4-(ethoxycarbonyl)thiophenecarbaldehyde under the conditions described in Example 8 to yield, after recrystallization in ethyl acetate, 2.2 g (52%) of the expected compound, melting at 149°-151° C. The reactants are CC(=O)Cl, CC(C)=O, Cl, Nc1cc2ccccc2cc1O, [Na+], [Na+], O=C([O-])[O-]. The product is CC(=O)Nc1cc2ccccc2cc1O. Reaction SMILES: [CH3:19][C:20]([Cl:21])=[O:22].[CH3:24][C:25](=[O:26])[CH3:27].[ClH:23].[NH2:1][c:2]1[c:3]([OH:12])[cH:4][c:5]2[cH:6][cH:7][cH:8][cH:9][c:10]2[cH:11]1.[Na+:13].[Na+:14].[O-:15][C:16](=[O:17])[O-:18]>>[NH:1]([c:2]1[c:3]([OH:12])[cH:4][c:5]2[cH:6][cH:7][cH:8][cH:9][c:10]2[cH:11]1)[C:20]([CH3:19])=[O:22].